Dataset: the Open Reaction Database (ORD), a public repository of structured organic reaction records. Task: describe an organic reaction: reactants, conditions, products, and yield The reactants are CCO, CSc1nn2c(N3CCN(C)CC3)cc(Cl)nc2c1S(=O)(=O)c1ccccc1. Product: CSc1nn2c(N3CCN(C)CC3)ccnc2c1S(=O)(=O)c1ccccc1. As a reaction SMILES: [CH3:29][CH2:30][OH:31].[c:1]1([S:7](=[O:8])(=[O:9])[c:10]2[c:11]([S:27][CH3:28])[n:12][n:13]3[c:14]2[n:15][c:16]([Cl:26])[cH:17][c:18]3[N:19]2[CH2:20][CH2:21][N:22]([CH3:25])[CH2:23][CH2:24]2)[cH:2][cH:3][cH:4][cH:5][cH:6]1>>[c:1]1([S:7](=[O:8])(=[O:9])[c:10]2[c:11]([S:27][CH3:28])[n:12][n:13]3[c:14]2[n:15][cH:16][cH:17][c:18]3[N:19]2[CH2:20][CH2:21][N:22]([CH3:25])[CH2:23][CH2:24]2)[cH:2][cH:3][cH:4][cH:5][cH:6]1. Starting materials: aqueous solution, [OH-].[Na+] (sodium hydroxide), Cl.Cl.C1(=CC=CC=C1)C(OC1CCN(CC1)CCCCC=1C=CC=2N(N1)C=C(N2)C(C(=O)OCC)(C)C)C2=CC=CC=C2 (ethyl 2-[6-[4-[4-(diphenylmethoxy) piperidino]butyl]imidazo[1,2-b]pyridazin-2-yl]-2-methylpropionate dihydrochloride). The solvent is C(C)O (ethanol). Yields the product C1(=CC=CC=C1)C(OC1CCN(CC1)CCCCC=1C=CC=2N(N1)C=C(N2)C(C(=O)[O-])(C)C)C2=CC=CC=C2.[Na+] (sodium 2-[6-[4-[4-(diphenylmethoxy) piperidino]butyl]imidazo[1,2-b]pyridazin-2-yl]-2-methylpropionate). RXN SMILES: Cl.Cl.[C:3]1([CH:9]([C:38]2[CH:43]=[CH:42][CH:41]=[CH:40][CH:39]=2)[O:10][CH:11]2[CH2:16][CH2:15][N:14]([CH2:17][CH2:18][CH2:19][CH2:20][C:21]3[CH:22]=[CH:23][C:24]4[N:25]([CH:27]=[C:28]([C:30]([CH3:37])([CH3:36])[C:31]([O:33]CC)=[O:32])[N:29]=4)[N:26]=3)[CH2:13][CH2:12]2)[CH:8]=[CH:7][CH:6]=[CH:5][CH:4]=1.[OH-].[Na+:45]>C(O)C>[C:38]1([CH:9]([C:3]2[CH:4]=[CH:5][CH:6]=[CH:7][CH:8]=2)[O:10][CH:11]2[CH2:12][CH2:13][N:14]([CH2:17][CH2:18][CH2:19][CH2:20][C:21]3[CH:22]=[CH:23][C:24]4[N:25]([CH:27]=[C:28]([C:30]([CH3:37])([CH3:36])[C:31]([O-:33])=[O:32])[N:29]=4)[N:26]=3)[CH2:15][CH2:16]2)[CH:43]=[CH:42][CH:41]=[CH:40][CH:39]=1.[Na+:45] |f:0.1.2,3.4,6.7|. Procedure: 631 mg of ethyl 2-[6-[4-[4-(diphenylmethoxy) piperidino]butyl]imidazo[1,2-b]pyridazin-2-yl]-2-methylpropionate dihydrochloride was dissolved in 4 ml of ethanol; 5.5 ml of a 1 N aqueous solution of sodium hydroxide was added, followed by thermal refluxing for 3 hours. After cooling, the mixture was concentrated under reduced pressure; the residue was diluted with water and ajusted to pH 5.5 by the addition of 1 N hydrochloric acid. Acetone was added to cause crystallization; the crystal precipita... The reactants are C(=O)([O-])[O-].[K+].[K+] (K2CO3), ClC=1C=C(C=NC1N[C@H]1CNCC1)/C=C/C(=O)OCC (ethyl (2E)-3-{5-chloro-6-[(3R)-3-pyrrolidinylamino]-3-pyridinyl}acrylate), C1(=CC(=CC=C1)C=O)C (m-tolualdehyde), C(C)(=O)O[BH-](OC(C)=O)OC(C)=O.[Na+] (sodium triacetoxyborohydride). The solvent is C(Cl)Cl (CH2Cl2). Conditions: temperature 27.5 celsius, time 15 hour. Yields the product ClC=1C=C(C=NC1N[C@H]1CN(CC1)CC1=CC(=CC=C1)C)/C=C/C(=O)OCC (ethyl (2E)-3-(5-chloro-6-{[(3R)-1-(3-methylbenzyl)-3-pyrrolidinyl]amino}-3-pyridinyl)acrylate). Isolated yield 83.1%. As a reaction SMILES: [Cl:1][C:2]1[CH:3]=[C:4](/[CH:14]=[CH:15]/[C:16]([O:18][CH2:19][CH3:20])=[O:17])[CH:5]=[N:6][C:7]=1[NH:8][C@@H:9]1[CH2:13][CH2:12][NH:11][CH2:10]1.[C:21]1([CH3:29])[CH:26]=[CH:25][CH:24]=[C:23]([CH:27]=O)[CH:22]=1.C(O[BH-](OC(=O)C)OC(=O)C)(=O)C.[Na+].C([O-])([O-])=O.[K+].[K+]>C(Cl)Cl>[Cl:1][C:2]1[CH:3]=[C:4](/[CH:14]=[CH:15]/[C:16]([O:18][CH2:19][CH3:20])=[O:17])[CH:5]=[N:6][C:7]=1[NH:8][C@@H:9]1[CH2:13][CH2:12][N:11]([CH2:29][C:21]2[CH:26]=[CH:25][CH:24]=[C:23]([CH3:27])[CH:22]=2)[CH2:10]1 |f:2.3,4.5.6|. Procedure details: A mixture of ethyl (2E)-3-{5-chloro-6-[(3R)-3-pyrrolidinylamino]-3-pyridinyl}acrylate (0.73 g), m-tolualdehyde (356 mg) and sodium triacetoxyborohydride (1.57 g) in CH2Cl2 (30 ml) was stirred at 25-30° C. for 15 hours. The 10% K2CO3 solution (20 ml) was added to a reaction mixture and resultant mixture was stirred at ambient temperature for 30 minutes and extracted with CH2Cl2 and washed with brine and dried over MgSO4. The solvent was evaporated in vacuo and the residue was chromatographed on s... Reactants: [Mg] (magnesium), ClC1=CC=C(C=C)C=C1 (4-chlorostyrene), C1=CC=CC=C1C(=O)OOC(C)(C)C (t-butyl perbenzoate), Cl (hydrochloric acid), [Mg] (magnesium). Run in O1CCCC1 (tetrahydrofuran), O1CCCC1 (tetrahydrofuran). Run at temperature 0 celsius. Yields the product C(C)(C)(C)OC1=CC=C(C=C)C=C1 (4-t-butoxystyrene). Isolated yield 20.0%. Reaction SMILES: Cl[C:2]1[CH:9]=[CH:8][C:5]([CH:6]=[CH2:7])=[CH:4][CH:3]=1.[Mg].C1C(C(O[O:20][C:21]([CH3:24])([CH3:23])[CH3:22])=O)=CC=CC=1.Cl>O1CCCC1>[C:21]([O:20][C:2]1[CH:9]=[CH:8][C:5]([CH:6]=[CH2:7])=[CH:4][CH:3]=1)([CH3:24])([CH3:23])[CH3:22]. Procedure details: There was added dropwise with vigorous stirring under a nitrogen atmosphere, 62.9 grams (0.34 mole) of 4-chlorostyrene and 250 ml. of dry distilled tetrahydrofuran to 8.9 grams (0.37 mole) of magnesium metal turnings under enough tetrahydrofuran to cover the turnings. The exothermic reaction was controlled by external cooling to keep the temperature below 60° C. After the exotherm had subsided, the reaction mixture was heated at 60° C. for 0.5 hour until most of the magnesium had been consumed. ...